Dataset: the Open Reaction Database (ORD), a public repository of structured organic reaction records. Task: describe an organic reaction: reactants, conditions, products, and yield The reactants are ice water, [OH-].[Na+] (Sodium Hydroxide), C=O (formaldehyde), N1CCOCC1 (morpholine), N1C(=CC2=CC=CC=C12)C=1C(NN=C(C1)C1=CC=NC=C1)=O (4-(1H-Indol-2-yl)-6-pyridin-4-yl-2H-pyridazin-3-one). Run in O1CCOCC1 (1,4-Dioxan), C(C)(=O)O (acetic acid), C(C)(=O)O (acetic acid). Run at time 3 hour. The product is N1(CCOCC1)CC1=C(NC2=CC=CC=C12)C=1C(NN=C(C1)C1=CC=NC=C1)=O (4-(3-Morpholin-4-ylmethyl-1H-indol-2-yl)-6-pyridin-4-yl-2H-pyridazin-3-one). Reaction SMILES: [CH2:1]=O.[NH:3]1[CH2:8][CH2:7][O:6][CH2:5][CH2:4]1.[NH:9]1[C:17]2[C:12](=[CH:13][CH:14]=[CH:15][CH:16]=2)[CH:11]=[C:10]1[C:18]1[C:19](=[O:30])[NH:20][N:21]=[C:22]([C:24]2[CH:29]=[CH:28][N:27]=[CH:26][CH:25]=2)[CH:23]=1.[OH-].[Na+]>C(O)(=O)C.O1CCOCC1>[N:3]1([CH2:1][C:11]2[C:12]3[C:17](=[CH:16][CH:15]=[CH:14][CH:13]=3)[NH:9][C:10]=2[C:18]2[C:19](=[O:30])[NH:20][N:21]=[C:22]([C:24]3[CH:29]=[CH:28][N:27]=[CH:26][CH:25]=3)[CH:23]=2)[CH2:8][CH2:7][O:6][CH2:5][CH2:4]1 |f:3.4|. Reported procedure: A solution of 14 ul formaldehyde (37% solution in water) and 17 ul morpholine in 0.5 ml glacial acetic acid is added dropwise at 0° C. to 50 mg 4-(1H-Indol-2-yl)-6-pyridin-4-yl-2H-pyridazin-3-one suspended in 2.24 ml glacial acetic acid and 2.6 ml 1,4-Dioxan. The resulting mixture is stirred for 3 h at room temperature, subsequently poured into ice/water and the pH is adjusted to 13.3 with 2N Sodium Hydroxide. The product is isolated by filtration. Reactants: C(C)(C)(C)OC(NC(C(=O)N1CCN(CC1)C=1C2=C(N=CN1)C=C(S2)SC)CC2=CC=C(C=C2)Cl)=O ({1-(4-chlorobenzyl)-2-[4-(6-methylsulfanyl-thieno[3,2-d]pyrimidin-4-yl)-piperazin-1-yl]-2-oxo-ethyl}-carbamic acid tert-butyl ester), Cl (HCl). Run in C(Cl)Cl (DCM), O1CCOCC1 (Dioxane). Reaction conditions: time 4 hour. The product is Cl.Cl.NC(C(=O)N1CCN(CC1)C=1C2=C(N=CN1)C=C(S2)SC)CC2=CC=C(C=C2)Cl (2-Amino-3-(4-chlorophenyl)-1-[4-(6-methylsulfanyl-thieno[3,2-d]pyrimidin-4-yl)-piperazin-1-yl]-propan-1-one dihydrochloride). As a reaction SMILES: C(OC(=O)[NH:7][CH:8]([CH2:28][C:29]1[CH:34]=[CH:33][C:32]([Cl:35])=[CH:31][CH:30]=1)[C:9]([N:11]1[CH2:16][CH2:15][N:14]([C:17]2[C:18]3[S:25][C:24]([S:26][CH3:27])=[CH:23][C:19]=3[N:20]=[CH:21][N:22]=2)[CH2:13][CH2:12]1)=[O:10])(C)(C)C.[ClH:37]>C(Cl)Cl.O1CCOCC1>[ClH:35].[ClH:37].[NH2:7][CH:8]([CH2:28][C:29]1[CH:30]=[CH:31][C:32]([Cl:35])=[CH:33][CH:34]=1)[C:9]([N:11]1[CH2:12][CH2:13][N:14]([C:17]2[C:18]3[S:25][C:24]([S:26][CH3:27])=[CH:23][C:19]=3[N:20]=[CH:21][N:22]=2)[CH2:15][CH2:16]1)=[O:10] |f:4.5.6|. Procedure: To a solution of {1-(4-chlorobenzyl)-2-[4-(6-methylsulfanyl-thieno[3,2-d]pyrimidin-4-yl)-piperazin-1-yl]-2-oxo-ethyl}-carbamic acid tert-butyl ester in DCM (4 mL) was added HCl in Dioxane (4M, 1 mL). The mixture was stirred at room temperature for 4 hours. The solvent was removed to afford the product 2-Amino-3-(4-chlorophenyl)-1-[4-(6-methylsulfanyl-thieno[3,2-d]pyrimidin-4-yl)-piperazin-1-yl]-propan-1-one dihydrochloride quantitatively. MS (ESI+) [M+H]+ 448. Reactants: C(C)(=O)OC1CCN(CC1)C=1C=C2CCC(NC2=CC1)=O (6-(4-acetoxypiperidino)-3,4-dihydrocarbostyril), ClN1C(CCC1=O)=O (N-chlorosuccinimide). Yields the product ClC1=C(C=C2CCC(NC2=C1)=O)N1CCC(CC1)O (7-Chloro-6-(4-hydroxypiperidino)-3,4-dihydrocarbostyril), ClC1=C2CCC(NC2=CC=C1N1CCC(CC1)O)=O (5-Chloro-6 (4-hydroxypiperidino)- 3,4-dihydrocarbostyril). RXN SMILES: C([O:4][CH:5]1[CH2:10][CH2:9][N:8]([C:11]2[CH:12]=[C:13]3[C:18](=[CH:19][CH:20]=2)[NH:17][C:16](=[O:21])[CH2:15][CH2:14]3)[CH2:7][CH2:6]1)(=O)C.[Cl:22]N1C(=O)CCC1=O>>[Cl:22][C:20]1[CH:19]=[C:18]2[C:13]([CH2:14][CH2:15][C:16](=[O:21])[NH:17]2)=[CH:12][C:11]=1[N:8]1[CH2:9][CH2:10][CH:5]([OH:4])[CH2:6][CH2:7]1.[Cl:22][C:12]1[C:11]([N:8]2[CH2:9][CH2:10][CH:5]([OH:4])[CH2:6][CH2:7]2)=[CH:20][CH:19]=[C:18]2[C:13]=1[CH2:14][CH2:15][C:16](=[O:21])[NH:17]2. Procedure: 7-Chloro-6-(4-hydroxypiperidino)-3,4-dihydrocarbostyril and 5-Chloro-6 (4-hydroxypiperidino)- 3,4-dihydrocarbostyril were prepared from 6-(4-acetoxypiperidino)-3,4-dihydrocarbostyril in the same procedure as that described in Example 2, except using of N-chlorosuccinimide instead of N-bromosuccinimide. Reactants: FC1=C(C(=O)N[C@@H](CCC(=O)OCC)C(=O)OCC)C=CC(=C1)NCC#C (Diethyl N-(2-fluoro-4-(N-prop-2-ynylamino)benzoyl)-L-glutamate), O=C1N(C=NC2=CC=C(C=C12)CN(C1=CC=C(C(=O)N[C@@H](CCC(=O)OCC)C(=O)OCC)C=C1)CC#C)COC(C(C)(C)C)=O (Diethyl N-(4-(N-((3,4-dihydro-4-oxo-3-((pivaloyl)oxy) methyl-6-quinazolinyl)methyl)prop-2-ynylamino)benzoyl)-L-glutamate), BrCC=1C=C2C(N(C=NC2=CC1)COC(C(C)(C)C)=O)=O (6-Bromomethyl-3,4-dihydro-4-oxo-3-((pivaloyl)oxy)methylquinazoline). Yields the product FC1=C(C(=O)N[C@@H](CCC(=O)OCC)C(=O)OCC)C=CC(=C1)N(CC=1C=C2C(N(C=NC2=CC1)COC(C(C)(C)C)=O)=O)CC#C (Diethyl N-(2-fluoro-4-(N-((3,4-dihydro-4-oxo-3((pivaloyl)oxy)methyl-6-quinazolinyl)methyl)prop-2-ynylamino)benzoyl)-L-glutamate). Reaction SMILES: [F:1]C1C=C(NCC#C)C=CC=1C(N[C@H](C(OCC)=O)CCC(OCC)=O)=O.[O:28]=[C:29]1[C:38]2[C:33](=[CH:34][CH:35]=[C:36]([CH2:39][N:40]([CH2:63][C:64]#[CH:65])[C:41]3[CH:62]=[CH:61][C:44]([C:45]([NH:47][C@H:48]([C:56]([O:58][CH2:59][CH3:60])=[O:57])[CH2:49][CH2:50][C:51]([O:53][CH2:54][CH3:55])=[O:52])=[O:46])=[CH:43][CH:42]=3)[CH:37]=2)[N:32]=[CH:31][N:30]1[CH2:66][O:67][C:68](=[O:73])[C:69]([CH3:72])([CH3:71])[CH3:70].BrCC1C=C2C(=CC=1)N=CN(COC(=O)C(C)(C)C)C2=O>>[F:1][C:61]1[CH:62]=[C:41]([N:40]([CH2:63][C:64]#[CH:65])[CH2:39][C:36]2[CH:37]=[C:38]3[C:33](=[CH:34][CH:35]=2)[N:32]=[CH:31][N:30]([CH2:66][O:67][C:68](=[O:73])[C:69]([CH3:71])([CH3:70])[CH3:72])[C:29]3=[O:28])[CH:42]=[CH:43][C:44]=1[C:45]([NH:47][C@H:48]([C:56]([O:58][CH2:59][CH3:60])=[O:57])[CH2:49][CH2:50][C:51]([O:53][CH2:54][CH3:55])=[O:52])=[O:46]. Procedure details: The compound was prepared from compound (9) in a similar manner to that for the preparation of compound (5) from compound (4) in Example 1 using the reagent quantities and conditions set out in Table A.